From a dataset of the Open Reaction Database (ORD), a public repository of structured organic reaction records. describe an organic reaction: reactants, conditions, products, and yield The reactants are O=C([O-])[O-], CC(=O)[O-], CC(=O)[O-], COc1ccc(C)cc1B(O)O, CC(C)=O, CCCCCC, CC(C)=O, COC(=O)N(Cc1cc(C(F)(F)F)cc(C(F)(F)F)c1)Cc1cc(F)ccc1Br, [K+], [K+], O, [Pd+2]. Yields the product COC(=O)N(Cc1cc(C(F)(F)F)cc(C(F)(F)F)c1)Cc1cc(F)ccc1-c1cc(C)ccc1OC. RXN SMILES: [C:30](=[O:31])([O-:32])[O-:33].[C:53]([O-:54])(=[O:55])[CH3:56].[C:58]([O-:59])(=[O:60])[CH3:61].[CH3:36][O:37][c:38]1[c:39]([B:45]([OH:46])[OH:47])[cH:40][c:41]([CH3:44])[cH:42][cH:43]1.[CH3:49][C:50]([CH3:51])=[O:52].[CH3:62][CH2:63][CH2:64][CH2:65][CH2:66][CH3:67].[CH3:68][C:69]([CH3:70])=[O:71].[F:1][C:2]([c:3]1[cH:4][c:5]([CH2:6][N:7]([C:8]([O:9][CH3:10])=[O:11])[CH2:12][c:13]2[c:14]([Br:20])[cH:15][cH:16][c:17]([F:19])[cH:18]2)[cH:21][c:22]([C:24]([F:25])([F:26])[F:27])[cH:23]1)([F:28])[F:29].[K+:34].[K+:35].[OH2:48].[Pd+2:57]>>[F:1][C:2]([c:3]1[cH:4][c:5]([CH2:6][N:7]([C:8]([O:9][CH3:10])=[O:11])[CH2:12][c:13]2[c:14](-[c:39]3[c:38]([O:37][CH3:36])[cH:43][cH:42][c:41]([CH3:44])[cH:40]3)[cH:15][cH:16][c:17]([F:19])[cH:18]2)[cH:21][c:22]([C:24]([F:25])([F:26])[F:27])[cH:23]1)([F:28])[F:29]. The reactants are NCC1CCN(CC1)C(=O)OC(C)(C)C (1,1-dimethylethyl 4-(aminomethyl)-1-piperidinecarboxylate), O (water), NC1=C(C=C(C(=N1)OC)C(=O)O)Cl (6-amino-5-chloro-2-(methyloxy)-3-pyridinecarboxylic acid), C(=O)(N1C=NC=C1)N1C=NC=C1 (1,1′-carbonyldiimidazole). Run in CN(C=O)C (N,N-dimethylformamide), CN(C=O)C (N,N-dimethylformamide). Reaction conditions: time 45 minute. Product: NC1=C(C=C(C(=N1)OC)C(=O)NCC1CCN(CC1)C(=O)OC(C)(C)C)Cl (1,1-Dimethylethyl 4-[({[6-amino-5-chloro-2-(methyloxy)-3-pyridinyl]carbonyl}amino)methyl]-1-piperidinecarboxylate). Yield: 71.4%. Reaction SMILES: [NH2:1][C:2]1[N:7]=[C:6]([O:8][CH3:9])[C:5]([C:10]([OH:12])=O)=[CH:4][C:3]=1[Cl:13].C(N1C=CN=C1)(N1C=CN=C1)=O.[NH2:26][CH2:27][CH:28]1[CH2:33][CH2:32][N:31]([C:34]([O:36][C:37]([CH3:40])([CH3:39])[CH3:38])=[O:35])[CH2:30][CH2:29]1.O>CN(C)C=O>[NH2:1][C:2]1[N:7]=[C:6]([O:8][CH3:9])[C:5]([C:10]([NH:26][CH2:27][CH:28]2[CH2:33][CH2:32][N:31]([C:34]([O:36][C:37]([CH3:40])([CH3:39])[CH3:38])=[O:35])[CH2:30][CH2:29]2)=[O:12])=[CH:4][C:3]=1[Cl:13]. Procedure details: A mixture of 6-amino-5-chloro-2-(methyloxy)-3-pyridinecarboxylic acid (Y. Hirokawa et al., Bioorg. Med. Chem. Lett., 1998, 12, 1551–1554, 500 mg, 2.47 mmol) and 1,1′-carbonyldiimidazole (440 mg, 2.71 mmol) in N,N-dimethylformamide (15 ml) was stirred at room temperature for 45 min. A solution of 1,1-dimethylethyl 4-(aminomethyl)-1-piperidinecarboxylate (529 mg, 2.47 mmol) in N,N-dimethylformamide (5 ml) was added and the resulting mixture was stirred at room temperature for 5 h. The mixture was ... The reactants are NC1=CC=C(C=N1)CC(=O)OCC (ethyl (6-aminopyridin-3-yl)acetate), C1(CC1)C=1C=C(C=CC1S(=O)(=O)C1CC1)[C@H](C(=O)O)C[C@@H]1CC(CC1)=O ((2R)-2-[3-cyclopropyl-4-(cyclopropylsulfonyl)phenyl]-3-[(1R)-3-oxocyclopentyl]propionic acid), C(C(=O)Cl)(=O)Cl (oxalyl chloride), CN(C)C=O (DMF). Run in N1=CC=CC=C1 (pyridine), C(C)(=O)OCC (ethyl acetate), O (water), ClCCl (dichloromethane). Reaction conditions: time 1 hour. The product is C1(CC1)C=1C=C(C=CC1S(=O)(=O)C1CC1)[C@H](C(=O)NC1=CC=C(C=N1)CC(=O)OCC)C[C@@H]1CC(CC1)=O (ethyl [6-({(2R)-2-[3-cyclopropyl-4-(cyclopropylsulfonyl)phenyl]-3-[(1R)-3-oxocyclopentyl]propanoyl}amino)pyridin-3-yl]acetate). The yield is 36.2%. As a reaction SMILES: [CH:1]1([C:4]2[CH:5]=[C:6]([C@@H:16]([CH2:20][C@H:21]3[CH2:25][CH2:24][C:23](=[O:26])[CH2:22]3)[C:17](O)=[O:18])[CH:7]=[CH:8][C:9]=2[S:10]([CH:13]2[CH2:15][CH2:14]2)(=[O:12])=[O:11])[CH2:3][CH2:2]1.C(Cl)(=O)C(Cl)=O.CN(C=O)C.[NH2:38][C:39]1[N:44]=[CH:43][C:42]([CH2:45][C:46]([O:48][CH2:49][CH3:50])=[O:47])=[CH:41][CH:40]=1>ClCCl.C(OCC)(=O)C.O.N1C=CC=CC=1>[CH:1]1([C:4]2[CH:5]=[C:6]([C@@H:16]([CH2:20][C@H:21]3[CH2:25][CH2:24][C:23](=[O:26])[CH2:22]3)[C:17]([NH:38][C:39]3[N:44]=[CH:43][C:42]([CH2:45][C:46]([O:48][CH2:49][CH3:50])=[O:47])=[CH:41][CH:40]=3)=[O:18])[CH:7]=[CH:8][C:9]=2[S:10]([CH:13]2[CH2:15][CH2:14]2)(=[O:12])=[O:11])[CH2:2][CH2:3]1. Procedure: To a solution of (2R)-2-[3-cyclopropyl-4-(cyclopropylsulfonyl)phenyl]-3-[(1R)-3-oxocyclopentyl]propionic acid (110 mg) in dichloromethane (3 mL) were added sequentially oxalyl chloride (0.03 mL) and a catalytic amount of DMF under ice-cooling, followed by stirring for 1 hour, and then ethyl (6-aminopyridin-3-yl)acetate (58 mg) and pyridine (0.05 mL) were added thereto under ice-cooling, followed by stirring for 2 hours. To the reaction mixture were added water and ethyl acetate. The organic laye... Starting materials: COC(=O)C(=C(C)C)N1C(=O)CC1SSc1nc2ccccc2s1, CC(=O)OC(C)=O, CC(=O)O, [Zn]. Yields the product COC(=O)C(=C(C)C)N1C(=O)CC1SC(C)=O. Reaction SMILES: [CH3:1][O:2][C:3]([C:4](=[C:5]([CH3:6])[CH3:7])[N:8]1[C:9](=[O:23])[CH2:10][CH:11]1[S:12][S:13][c:14]1[s:15][c:16]2[cH:17][cH:18][cH:19][cH:20][c:21]2[n:22]1)=[O:24].[CH3:25][C:26](=[O:27])[O:28][C:29](=[O:30])[CH3:31].[CH3:32][C:33](=[O:34])[OH:35].[Zn:36]>>[CH3:1][O:2][C:3]([C:4](=[C:5]([CH3:6])[CH3:7])[N:8]1[C:9](=[O:23])[CH2:10][CH:11]1[S:12][C:26]([CH3:25])=[O:27])=[O:24].